From a dataset of the Open Reaction Database (ORD), a public repository of structured organic reaction records. describe an organic reaction: reactants, conditions, products, and yield The reactants are [BH3-]C#N, Cc1cc(C)c(CNC(=O)c2cc(C3=CCN(C(=O)C4CCNC4)CC3)nc3c2cnn3C(C)C)c(=O)[nH]1, CO, [Na+]. Yields the product Cc1cc(C)c(CNC(=O)c2cc(C3=CCN(C(=O)C4CCN(C)C4)CC3)nc3c2cnn3C(C)C)c(=O)[nH]1. RXN SMILES: [C:39]([BH3-:40])#[N:41].[CH3:1][c:2]1[c:3]([CH2:10][NH:11][C:12](=[O:13])[c:14]2[c:15]3[c:16]([n:17][c:18]([C:20]4=[CH:25][CH2:24][N:23]([C:26](=[O:27])[CH:28]5[CH2:29][NH:30][CH2:31][CH2:32]5)[CH2:22][CH2:21]4)[cH:19]2)[n:33]([CH:36]([CH3:37])[CH3:38])[n:34][cH:35]3)[c:4](=[O:9])[nH:5][c:6]([CH3:8])[cH:7]1.[CH3:43][OH:44].[Na+:42]>>[CH3:1][c:2]1[c:3]([CH2:10][NH:11][C:12](=[O:13])[c:14]2[c:15]3[c:16]([n:17][c:18]([C:20]4=[CH:25][CH2:24][N:23]([C:26](=[O:27])[CH:28]5[CH2:29][N:30]([CH3:39])[CH2:31][CH2:32]5)[CH2:22][CH2:21]4)[cH:19]2)[n:33]([CH:36]([CH3:37])[CH3:38])[n:34][cH:35]3)[c:4](=[O:9])[nH:5][c:6]([CH3:8])[cH:7]1. The reactants are C(C1=CC=CC=C1)OC(=O)N1CCC(CC1)CNC(=O)C1=CC(=NC=C1)C(OCC)OCC (4-{[(2-diethoxymethyl-pyridine-4-carbonyl)-amino]-methyl}-piperidine-1-carboxylic acid benzyl ester), Cl (hydrochloric acid). Solvent: C(C)(=O)OCC (ethyl acetate), C([O-])(O)=O.[Na+] (sodium bicarbonate), O1CCOCC1 (dioxane). Reaction conditions: temperature 50 celsius. Yields the product C(C1=CC=CC=C1)OC(=O)N1CCC(CC1)CNC(=O)C1=CC(=NC=C1)C=O (4-{[(2-formyl-pyridine-4-carbonyl)-amino]-methyl}-piperidine-1-carboxylic acid benzyl ester). RXN SMILES: [CH2:1]([O:8][C:9]([N:11]1[CH2:16][CH2:15][CH:14]([CH2:17][NH:18][C:19]([C:21]2[CH:26]=[CH:25][N:24]=[C:23]([CH:27](OCC)[O:28]CC)[CH:22]=2)=[O:20])[CH2:13][CH2:12]1)=[O:10])[C:2]1[CH:7]=[CH:6][CH:5]=[CH:4][CH:3]=1.Cl>O1CCOCC1.C(OCC)(=O)C.C(=O)(O)[O-].[Na+]>[CH2:1]([O:8][C:9]([N:11]1[CH2:16][CH2:15][CH:14]([CH2:17][NH:18][C:19]([C:21]2[CH:26]=[CH:25][N:24]=[C:23]([CH:27]=[O:28])[CH:22]=2)=[O:20])[CH2:13][CH2:12]1)=[O:10])[C:2]1[CH:7]=[CH:6][CH:5]=[CH:4][CH:3]=1 |f:4.5|. Procedure details: To a solution of 4-{[(2-diethoxymethyl-pyridine-4-carbonyl)-amino]-methyl}-piperidine-1-carboxylic acid benzyl ester (1.3 g, 0.0029 mol) in dioxane (20 mL) was added 1N hydrochloric acid (40 mL) and the mixture was warmed to 50° C. for 1.5 h. The reaction was cooled, diluted with ethyl acetate (100 mL) and 10% aqueous sodium bicarbonate (100 mL), and stirred well. The organic layer was removed, dried over sodium sulfate, filtered and concentrated in vacuo to give 4-{[(2-formyl-pyridine-4-carbony... Starting materials: C[O-].[Na+] (sodium methoxide), CI (methyl iodide), C(=O)OC (methyl formate), [N+](=O)([O-])C=1C=C(C=CC1)CC(=O)OC (methyl (3-nitrophenyl)acetate). Solvent: O1CCCC1 (tetrahydrofuran), C(C)(=O)OCC (ethyl acetate), O1CCCC1 (tetrahydrofuran), CN(C=O)C (dimethylformamide). Run at temperature 0 celsius, time 16 hour. Product: COC=C(C(=O)OC)C1=CC(=CC=C1)[N+](=O)[O-] (3-Methoxy-2-(3-nitrophenyl)-propenoic acid, methyl ester). As a reaction SMILES: C[O-].[Na+].[CH:4]([O:6][CH3:7])=[O:5].[N+:8]([C:11]1[CH:12]=[C:13]([CH2:17][C:18]([O:20][CH3:21])=O)[CH:14]=[CH:15][CH:16]=1)([O-:10])=[O:9].CI>O1CCCC1.CN(C)C=O.C(OCC)(=O)C>[CH3:21][O:20][CH:18]=[C:17]([C:13]1[CH:14]=[CH:15][CH:16]=[C:11]([N+:8]([O-:10])=[O:9])[CH:12]=1)[C:4]([O:6][CH3:7])=[O:5] |f:0.1|. Reported procedure: Combine freshly prepared sodium methoxide (9.3 g, 172 mmol) and tetrahydrofuran (125 mL). Cool to 0° C. Add methyl formate (10.6 mL, 172 mmol). Add dropwise a solution of methyl (3-nitrophenyl)acetate (15.3 g, 78.3 mmol) in tetrahydrofuran (125 mL). After the addition is complete, warm the reaction mixture to ambient temperature. After 16 hours, evaporate in vacuo to give a residue. Dissolve the residue in dimethylformamide (125 mL). Add dropwise, methyl iodide (19.5 mL, 313 mmol). After 4 hours...